Dataset: the Open Reaction Database (ORD), a public repository of structured organic reaction records. Task: describe an organic reaction: reactants, conditions, products, and yield The reactants are O=C([O-])[O-], Cc1ccccc1B(O)O, COCCOC, Cc1nc(C#Cc2ccc(Cl)nc2)cs1, [K+], [K+], O, Cl[Pd]Cl, c1ccc(P(c2ccccc2)c2ccccc2)cc1, c1ccc(P(c2ccccc2)c2ccccc2)cc1. Yields the product Cc1nc(C#Cc2ccc(-c3ccccc3C)nc2)cs1. As a reaction SMILES: [C:26](=[O:27])([O-:28])[O-:29].[CH3:16][c:17]1[c:18]([B:23]([OH:24])[OH:25])[cH:19][cH:20][cH:21][cH:22]1.[CH3:73][O:74][CH2:75][CH2:76][O:77][CH3:78].[Cl:1][c:2]1[n:3][cH:4][c:5]([C:8]#[C:9][c:10]2[n:11][c:12]([CH3:15])[s:13][cH:14]2)[cH:6][cH:7]1.[K+:30].[K+:31].[OH2:79].[Pd:32]([Cl:33])[Cl:34].[c:35]1([P:36]([c:37]2[cH:38][cH:39][cH:40][cH:41][cH:42]2)[c:43]2[cH:44][cH:45][cH:46][cH:47][cH:48]2)[cH:49][cH:50][cH:51][cH:52][cH:53]1.[c:54]1([P:55]([c:56]2[cH:57][cH:58][cH:59][cH:60][cH:61]2)[c:62]2[cH:63][cH:64][cH:65][cH:66][cH:67]2)[cH:68][cH:69][cH:70][cH:71][cH:72]1>>[c:2]1(-[c:18]2[c:17]([CH3:16])[cH:22][cH:21][cH:20][cH:19]2)[n:3][cH:4][c:5]([C:8]#[C:9][c:10]2[n:11][c:12]([CH3:15])[s:13][cH:14]2)[cH:6][cH:7]1. The reactants are [N+](=O)([O-])C=1C=C(C=CC(=O)CC(=O)OCCNC(C2=CN=CC=C2)=O)C=CC1 (2-(N-nicotinoylamino)ethyl 2-(3-nitrobenzylidene)acetylacetate), N\C(=C/C(=O)OC)\C (methyl 3-aminocrotonate), C(C)O (ethanol). The product is CC=1NC(=C(C(C1C(=O)OCCNC(C1=CN=CC=C1)=O)C1=CC(=CC=C1)[N+](=O)[O-])C(=O)OC)C (2-(N-nicotinoylamino)ethyl 2,6-dimethyl-5-methoxycarbonyl-4-(3-nitrophenyl)-1,4-dihydropyridine-3-carboxylate). The yield is 70.0%. RXN SMILES: [N+:1]([C:4]1[CH:5]=[C:6](C=C[CH:28]=1)[CH:7]=[CH:8][C:9]([CH2:11][C:12]([O:14][CH2:15][CH2:16][NH:17][C:18](=[O:25])[C:19]1[CH:24]=[CH:23][CH:22]=[N:21][CH:20]=1)=[O:13])=O)([O-:3])=[O:2].[NH2:29]/[C:30](/[CH3:36])=[CH:31]\[C:32]([O:34][CH3:35])=[O:33].[CH2:37](O)[CH3:38]>>[CH3:37][C:38]1[NH:29][C:30]([CH3:36])=[C:31]([C:32]([O:34][CH3:35])=[O:33])[CH:9]([C:8]2[CH:7]=[CH:6][CH:5]=[C:4]([N+:1]([O-:3])=[O:2])[CH:28]=2)[C:11]=1[C:12]([O:14][CH2:15][CH2:16][NH:17][C:18](=[O:25])[C:19]1[CH:24]=[CH:23][CH:22]=[N:21][CH:20]=1)=[O:13]. Procedure: 25 g (0.07 moles) of 2-(N-nicotinoylamino)ethyl 2-(3-nitrobenzylidene)acetylacetate and 7.51 g (0.07 moles) of methyl 3-aminocrotonate are heated uner reflux in 70 ml of ethanol for 45 minute. The solution is the cooled to room temperature to obtain 2-(N-nicotinoylamino)ethyl 2,6-dimethyl-5-methoxycarbonyl-4-(3-nitrophenyl)-1,4-dihydropyridine-3-carboxylate as yellow crystals melting--after recrystallisation in ethanol--at 207°-209° C. The yield is 70% of the theoretical yield. Solvent: C=1(C(=CC=CC1)C)C (xylene). As a reaction SMILES: [NH2:1][C:2]([CH3:14])([CH2:5][O:6][CH2:7][C:8]1[CH:13]=[CH:12][CH:11]=[CH:10][CH:9]=1)[CH2:3][OH:4].[N+:15]([C:18]1[CH:26]=[CH:25][C:21]([C:22](O)=O)=[CH:20][CH:19]=1)([O-:17])=[O:16]>C1(C)C(C)=CC=CC=1>[CH2:7]([O:6][CH2:5][C:2]1([CH3:14])[CH2:3][O:4][C:22]([C:21]2[CH:25]=[CH:26][C:18]([N+:15]([O-:17])=[O:16])=[CH:19][CH:20]=2)=[N:1]1)[C:8]1[CH:13]=[CH:12][CH:11]=[CH:10][CH:9]=1. Run at time 15 hour. Procedure details: 2-Amino-3-benzyloxy-2-methylpropanol (13.5 grams) and 4-nitrobenzoic acid (11.7 grams) in dry xylene (100 milliliters) were heated together under reflux for 24 hours using a Dean-Stark trap for collection of the water formed during the reaction. The cooled solution was evaporated to dryness under reduced pressure and the residue was treated with ether and allowed to stand for 15 hours at 0°C. The yellow solid formed was recrystallized from ethanol to yield the desired product, melting point 65°-... Yields the product C(C1=CC=CC=C1)OCC1(N=C(OC1)C1=CC=C(C=C1)[N+](=O)[O-])C (4-benzyloxymethyl-4-methyl-2-(4-nitrophenyl)oxazoline). Starting materials: NC(CO)(COCC1=CC=CC=C1)C (2-Amino-3-benzyloxy-2-methylpropanol), [N+](=O)([O-])C1=CC=C(C(=O)O)C=C1 (4-nitrobenzoic acid).